This data is from the Open Reaction Database (ORD), a public repository of structured organic reaction records. The task is: describe an organic reaction: reactants, conditions, products, and yield Reactants: N1CCNCC1 (piperazine), ClC=1C=CC(=NC1)N1C(C2=NC=CN=C2C1OC(=O)OC1=CC=CC=C1)=O (6-(5-chloropyrid-2-yl)-7-oxo-5-phenoxycarbonyloxy-6,7-dihydro-5H-pyrrolo[3,4-b]pyrazine). The solvent is C(C)#N (acetonitrile), C(Cl)Cl (methylene chloride). Run at temperature 20 celsius, time 5 hour. Product: ClC=1C=CC(=NC1)N1C(C2=NC=CN=C2C1OC(=O)N1CCNCC1)=O (6-(5-Chloropyrid-2-yl)-7-oxo-5-(piperazin-1-yl)carbonyloxy-6,7-dihydro-5H-pyrrolo[3,4-b]pyrazine). Isolated yield 37.8%. As a reaction SMILES: [NH:1]1[CH2:6][CH2:5][NH:4][CH2:3][CH2:2]1.[Cl:7][C:8]1[CH:9]=[CH:10][C:11]([N:14]2[CH:22]([O:23][C:24]([O:26]C3C=CC=CC=3)=O)[C:21]3[C:16](=[N:17][CH:18]=[CH:19][N:20]=3)[C:15]2=[O:33])=[N:12][CH:13]=1>C(#N)C.C(Cl)Cl>[Cl:7][C:8]1[CH:9]=[CH:10][C:11]([N:14]2[CH:22]([O:23][C:24]([N:1]3[CH2:6][CH2:5][NH:4][CH2:3][CH2:2]3)=[O:26])[C:21]3[C:16](=[N:17][CH:18]=[CH:19][N:20]=3)[C:15]2=[O:33])=[N:12][CH:13]=1. Procedure details: Anhydrous piperazine (86 g.) is added to a suspension of 6-(5-chloropyrid-2-yl)-7-oxo-5-phenoxycarbonyloxy-6,7-dihydro-5H-pyrrolo[3,4-b]pyrazine (76.4 g.) in acetonitrile (760 cc.). The reaction mixture is stirred for 5 hours at a temperature of about 20° C. and then the insoluble product is filtered off, washed with acetonitrile (3×25 cc.) and with diisopropyl ether (50 cc.). After drying, a product (30.8 g.) is obtained and is dissolved in methylene chloride (750 cc.). A small amount of insolu... Starting materials: C(C)(C)N(C(C)C)CC (N,N-diisopropylethylamine), C(=O)(N1C=NC=C1)N1C=NC=C1 (carbonyldiimidazole), C(C)(C)N(C(C)C)CC (N,N-diisopropylethylamine), C(=O)(N1C=NC=C1)N1C=NC=C1 (carbonyldiimidazole), C(C)(C)N(C(C)C)CC (N,N-diisopropylethylamine), C(=O)(N1C=NC=C1)N1C=NC=C1 (carbonyldiimidazole), NC1=NC(=NC(=C1N(N)C(=O)OC)N)C1=NN(C2=NC=CC=C21)CC2=C(C=CC=C2)F (Methyl 1-{4,6-diamino-2-[1-(2-fluorobenzyl)-1H-pyrazolo[3,4-b]pyridin-3-yl]pyrimidin-5-yl}hydrazinecarboxylate). Run in CN(C=O)C (dimethylformamide). Reaction conditions: temperature 60 celsius, time 5 hour. The product is NC1=NC(=NC=2NC(NN(C21)C(=O)OC)=O)C2=NN(C1=NC=CC=C12)CC1=C(C=CC=C1)F (Methyl 8-amino-6-[1-(2-fluorobenzyl)-1H-pyrazolo[3,4-b]pyridin-3-yl]-3-oxo-3,4-dihydropyrimido[4,5-e][1,2,4]triazine-1(2H)-carboxylate). Yield: 42.1%. RXN SMILES: [NH2:1][C:2]1[C:7]([N:8]([C:10]([O:12][CH3:13])=[O:11])[NH2:9])=[C:6]([NH2:14])[N:5]=[C:4]([C:15]2[C:23]3[C:18](=[N:19][CH:20]=[CH:21][CH:22]=3)[N:17]([CH2:24][C:25]3[CH:30]=[CH:29][CH:28]=[CH:27][C:26]=3[F:31])[N:16]=2)[N:3]=1.C(N(CC)C(C)C)(C)C.[C:41](N1C=CN=C1)(N1C=CN=C1)=[O:42]>CN(C)C=O>[NH2:1][C:2]1[C:7]2[N:8]([C:10]([O:12][CH3:13])=[O:11])[NH:9][C:41](=[O:42])[NH:14][C:6]=2[N:5]=[C:4]([C:15]2[C:23]3[C:18](=[N:19][CH:20]=[CH:21][CH:22]=3)[N:17]([CH2:24][C:25]3[CH:30]=[CH:29][CH:28]=[CH:27][C:26]=3[F:31])[N:16]=2)[N:3]=1. Procedure details: 56 mg (0.132 mmol) of the compound obtained in example 56A were initially charged in 3 ml of dimethylformamide, and 27.6 μl (0.159 mmol) of N,N-diisopropylethylamine and 25.7 mg (0.159 mmol) of carbonyldiimidazole were added. After 5 h at RT, another 27.6 μl (0.159 mmol) of N,N-diisopropylethylamine and 25.7 mg (0.159 mmol) of carbonyldiimidazole were added and the mixture was heated to 60° C. The next day, another 27.6 μl (0.159 mmol) of N,N-diisopropylethylamine and 25.7 mg (0.159 mmol) of car... The reactants are C1(CC1)CC(=O)C1=NN=C(N1C)SCC1CC1 (2-cyclopropyl-1-{5-[(cyclopropylmethyl)thio]-4-methyl-4H-1,2,4-triazol-3-yl}ethanone), [BH4-].[Na+] (Sodium borohydride). The solvent is CO (methanol). Run at temperature 4 celsius, time 30 minute. The product is C1(CC1)CC(O)C1=NN=C(N1C)SCC1CC1 (2-Cyclopropyl-1-{5-[(cyclopropylmethyl)thio]-4-methyl-4H-1,2,4-triazol-3-yl}ethanol). The yield is 70.2%. Reaction SMILES: [CH:1]1([CH2:4][C:5]([C:7]2[N:11]([CH3:12])[C:10]([S:13][CH2:14][CH:15]3[CH2:17][CH2:16]3)=[N:9][N:8]=2)=[O:6])[CH2:3][CH2:2]1.[BH4-].[Na+]>CO>[CH:1]1([CH2:4][CH:5]([C:7]2[N:11]([CH3:12])[C:10]([S:13][CH2:14][CH:15]3[CH2:17][CH2:16]3)=[N:9][N:8]=2)[OH:6])[CH2:2][CH2:3]1 |f:1.2|. Procedure details: The crude 2-cyclopropyl-1-{5-[(cyclopropylmethyl)thio]-4-methyl-4H-1,2,4-triazol-3-yl}ethanone (817 mg, 3.25 mmol) was dissolved in methanol (20 mL) and the mixture cooled in an ice bath (4° C.). Sodium borohydride (285 mg, 7.5 mmol) was added portionwise and the reaction mixture stirred at 4° C. for 30 min and then at room temperature for 2 h. Solvent was removed in vacuo and the residue purified by chromatography on silica eluting with ethyl acetate to give the title compound (578 mg, 24% yiel... Reported procedure: 5-[(6-Bromopyridin-3-yl)methyl]-2-(2-methylphenyl)-2,5-dihydro-3H-pyrazolo[4,3-c]cinnolin-3-one [(Example 22), 77 mg, 0.17 mmol] and 4-(tributylstannyl)thiazole (77 mg, 0.21 mmole, 1.2 equiv) were dissolved in degassed N,N-dimethylformamide (1 mL) and treated with cesium fluoride (52 mg, 0.34 mmol, 2 equiv), copper(I) iodide (13 mg, 0.069 mmol, 0.4 equiv), and tetrakis(triphenylphosphine)palladium(0) (40 mg, 0.035 mmol, 0.2 equiv). The mixture was stirred at ambient temperature for one hour, dil... Reactants: [F-].[Cs+] (cesium fluoride), BrC1=CC=C(C=N1)CN1N=C2C(C=3C=CC=CC13)=NN(C2=O)C2=C(C=CC=C2)C (5-[(6-Bromopyridin-3-yl)methyl]-2-(2-methylphenyl)-2,5-dihydro-3H-pyrazolo[4,3-c]cinnolin-3-one), C(CCC)[Sn](C=1N=CSC1)(CCCC)CCCC (4-(tributylstannyl)thiazole). The solvent is C(C)(=O)OCC (ethyl acetate), CN(C=O)C (N,N-dimethylformamide). Reaction conditions: time 1 hour. Reagents/catalysts: [Cu]I (copper(I) iodide), C=1C=CC(=CC1)[P](C=2C=CC=CC2)(C=3C=CC=CC3)[Pd]([P](C=4C=CC=CC4)(C=5C=CC=CC5)C=6C=CC=CC6)([P](C=7C=CC=CC7)(C=8C=CC=CC8)C=9C=CC=CC9)[P](C=1C=CC=CC1)(C=1C=CC=CC1)C=1C=CC=CC1 (tetrakis(triphenylphosphine)palladium(0)). As a reaction SMILES: Br[C:2]1[N:7]=[CH:6][C:5]([CH2:8][N:9]2[C:18]3[CH:17]=[CH:16][CH:15]=[CH:14][C:13]=3[C:12]3=[N:19][N:20]([C:23]4[CH:28]=[CH:27][CH:26]=[CH:25][C:24]=4[CH3:29])[C:21](=[O:22])[C:11]3=[N:10]2)=[CH:4][CH:3]=1.C([Sn](CCCC)(CCCC)[C:35]1[N:36]=[CH:37][S:38][CH:39]=1)CCC.[F-].[Cs+]>CN(C)C=O.C(OCC)(=O)C.[Cu]I.C1C=CC([P]([Pd]([P](C2C=CC=CC=2)(C2C=CC=CC=2)C2C=CC=CC=2)([P](C2C=CC=CC=2)(C2C=CC=CC=2)C2C=CC=CC=2)[P](C2C=CC=CC=2)(C2C=CC=CC=2)C2C=CC=CC=2)(C2C=CC=CC=2)C2C=CC=CC=2)=CC=1>[CH3:29][C:24]1[CH:25]=[CH:26][CH:27]=[CH:28][C:23]=1[N:20]1[C:21](=[O:22])[C:11]2=[N:10][N:9]([CH2:8][C:5]3[CH:6]=[N:7][C:2]([C:35]4[N:36]=[CH:37][S:38][CH:39]=4)=[CH:3][CH:4]=3)[C:18]3[CH:17]=[CH:16][CH:15]=[CH:14][C:13]=3[C:12]2=[N:19]1 |f:2.3,^1:66,68,87,106|. Yields the product CC1=C(C=CC=C1)N1N=C2C(=NN(C=3C=CC=CC23)CC=2C=NC(=CC2)C=2N=CSC2)C1=O (2-(2-Methylphenyl)-5-{[6-(1,3-thiazol-4-yl)pyridin-3-yl]methyl}-2,5-dihydro-3H-pyrazolo[4,3-c]cinnolin-3-one).